The task is: describe an organic reaction: reactants, conditions, products, and yield. This data is from the Open Reaction Database (ORD), a public repository of structured organic reaction records. Reactants: [OH-].[Na+] (sodium hydroxide), C(#N)C=1C=C2C(=CC=NC2=CC1OCC1CCNCC1)OC1=CC(=C(C=C1)NC(=O)NC1CC1)F (N-(4-((6-cyano-7-(4-piperidylmethoxy)-4-quinolyl)oxy)-2-fluorophenyl)-N′-cyclopropylurea), C=O (formaldehyde), C(C)(=O)O[BH-](OC(C)=O)OC(C)=O.[Na+] (sodium triacetoxyborohydride). Run in C(C)(=O)OCC (ethyl acetate), O1CCCC1 (tetrahydrofuran), C(C)(=O)O (acetic acid). The product is C(#N)C=1C=C2C(=CC=NC2=CC1OCC1CCN(CC1)C)OC1=CC(=C(C=C1)NC(=O)NC1CC1)F (N-(4-((6-Cyano-7-((1-methyl-4-piperidyl)methoxy]-4-quinolyl)oxy)-2-fluorophenyl)-N′-cyclopropylurea). Isolated yield 39.5%. As a reaction SMILES: [C:1]([C:3]1[CH:4]=[C:5]2[C:10](=[CH:11][C:12]=1[O:13][CH2:14][CH:15]1[CH2:20][CH2:19][NH:18][CH2:17][CH2:16]1)[N:9]=[CH:8][CH:7]=[C:6]2[O:21][C:22]1[CH:27]=[CH:26][C:25]([NH:28][C:29]([NH:31][CH:32]2[CH2:34][CH2:33]2)=[O:30])=[C:24]([F:35])[CH:23]=1)#[N:2].C=O.[C:38](O[BH-](OC(=O)C)OC(=O)C)(=O)C.[Na+].[OH-].[Na+]>O1CCCC1.C(OCC)(=O)C.C(O)(=O)C>[C:1]([C:3]1[CH:4]=[C:5]2[C:10](=[CH:11][C:12]=1[O:13][CH2:14][CH:15]1[CH2:20][CH2:19][N:18]([CH3:38])[CH2:17][CH2:16]1)[N:9]=[CH:8][CH:7]=[C:6]2[O:21][C:22]1[CH:27]=[CH:26][C:25]([NH:28][C:29]([NH:31][CH:32]2[CH2:34][CH2:33]2)=[O:30])=[C:24]([F:35])[CH:23]=1)#[N:2] |f:2.3,4.5|. Reported procedure: After suspending 320 mg of N-(4-((6-cyano-7-(4-piperidylmethoxy)-4-quinolyl)oxy)-2-fluorophenyl)-N′-cyclopropylurea in 20 ml of tetrahydrofuran, there were added 1 ml of formaldehyde (37% aqueous solution), 80 mg of acetic acid and 280 mg of sodium triacetoxyborohydride while stirring at room temperature. After stirring for 20 more minutes, a 2N aqueous sodium hydroxide solution and ethyl acetate were added for extraction. The extract was passed through a glass filter coated with NH type silica ... The reactants are CN1C(NC2=CC=CC(=C2C1=O)Br)=O (3-methyl-5-bromo-1,2,3,4-tetrahydro-2,4-dioxo-quinazoline), C1(CC1)C1=NC(=NO1)C[N+]#[C-] (5-cyclopropyl-3-isocyanomethyl-1,2,4-oxadiazole). The product is C1(CC1)C1=NC(=NO1)C=1N=CN2C1N(C(C1=C(C=CC=C21)Br)=O)C (3-(5-cyclopropyl-1,2,4-oxadiazol-3-yl)-4,5-dihydro-4-methyl-5-oxo-6-bromo-imidazo(1,5-a)quinazoline). Reaction SMILES: [CH3:1][N:2]1[C:11](=[O:12])[C:10]2[C:5](=[CH:6][CH:7]=[CH:8][C:9]=2[Br:13])[NH:4][C:3]1=O.[CH:15]1([C:18]2[O:22][N:21]=[C:20]([CH2:23][N+:24]#[C-:25])[N:19]=2)[CH2:17][CH2:16]1>>[CH:15]1([C:18]2[O:22][N:21]=[C:20]([C:23]3[N:24]=[CH:25][N:4]4[C:5]5[C:10](=[C:9]([Br:13])[CH:8]=[CH:7][CH:6]=5)[C:11](=[O:12])[N:2]([CH3:1])[C:3]=34)[N:19]=2)[CH2:17][CH2:16]1. Procedure details: M.p. 206.6° C. by reaction between 3-methyl-5-bromo-1,2,3,4-tetrahydro-2,4-dioxo-quinazoline and 5-cyclopropyl-3-isocyanomethyl-1,2,4-oxadiazole. The reactants are CNC=O (N-methylcarboxamide), N(=C=S)C=1C=C(C(=O)O)C=CC1 (3-isothiocyanatobenzoic acid), IC (iodomethane). Run in CO (methanol). Reaction conditions: temperature 60 celsius, time 3 hour. Yields the product C(C1=CC=CC=C1)(=O)O (benzoic acid). As a reaction SMILES: CNC=O.N([C:8]1[CH:9]=[C:10]([CH:14]=[CH:15][CH:16]=1)[C:11]([OH:13])=[O:12])=C=S.IC>CO>[C:11]([OH:13])(=[O:12])[C:10]1[CH:14]=[CH:15][CH:16]=[CH:8][CH:9]=1. Procedure details: To 4-[3-amino-4-(methylamino)phenoxy](2-pyridyl)}-N-methylcarboxamide (1 eq) in methanol was added 3-isothiocyanatobenzoic acid (1 eq) and stirred at 60° C. for 3 h. To it was then added iodomethane (1 eq) and heated to 60° C. for 3 h and concentrated the solvent and purified on silica gel to yield 3-({1-methyl-5-[2-(N-methylcarbamoyl)(4-pyridyloxy))]benzimidazol-2-yl}amino)benzoic acid. MS: MH+=417.